This data is from the Open Reaction Database (ORD), a public repository of structured organic reaction records. The task is: describe an organic reaction: reactants, conditions, products, and yield Starting materials: CCN=C=NCCCN(C)C, CC1(C)C=CN=C(N)C1, O=C(O)c1ccc(OC(F)F)c2oc3ccncc3c12, O=[N+]([O-])c1ccc(O)cc1, CN(C)C=O. The product is O=C(Oc1ccc([N+](=O)[O-])cc1)c1ccc(OC(F)F)c2oc3ccncc3c12. Reaction SMILES: [CH3:31][CH2:32][N:33]=[C:34]=[N:35][CH2:36][CH2:37][CH2:38][N:39]([CH3:40])[CH3:41].[CH3:42][C:43]1([CH3:44])[CH:45]=[CH:46][N:47]=[C:48]([NH2:49])[CH2:50]1.[F:1][CH:2]([O:3][c:4]1[cH:5][cH:6][c:7]([C:17](=[O:18])[OH:19])[c:8]2[c:9]1[o:10][c:11]1[c:12]2[cH:13][n:14][cH:15][cH:16]1)[F:20].[N+:21](=[O:22])([O-:23])[c:24]1[cH:25][cH:26][c:27]([OH:30])[cH:28][cH:29]1.[O:51]=[CH:52][N:53]([CH3:54])[CH3:55]>>[F:1][CH:2]([O:3][c:4]1[cH:5][cH:6][c:7]([C:17](=[O:18])[O:19][c:27]2[cH:26][cH:25][c:24]([N+:21](=[O:22])[O-:23])[cH:29][cH:28]2)[c:8]2[c:9]1[o:10][c:11]1[c:12]2[cH:13][n:14][cH:15][cH:16]1)[F:20]. Reaction SMILES: [CH2:1]([O:3][C:4](=[O:25])[CH2:5][C:6]1[C:7]([Cl:24])=[N:8][CH:9]=[C:10]([C:12]2[CH:17]=[CH:16][C:15]([C:18]([F:21])([F:20])[F:19])=[CH:14][C:13]=2[CH:22]=O)[CH:11]=1)[CH3:2].[CH2:26]([NH2:28])[CH3:27]>>[CH2:1]([O:3][C:4](=[O:25])[CH2:5][C:6]1[C:7]([Cl:24])=[N:8][CH:9]=[C:10]([C:12]2[CH:17]=[CH:16][C:15]([C:18]([F:19])([F:21])[F:20])=[CH:14][C:13]=2[CH2:22][NH:28][CH2:26][CH3:27])[CH:11]=1)[CH3:2]. Product: C(C)OC(CC=1C(=NC=C(C1)C1=C(C=C(C=C1)C(F)(F)F)CNCC)Cl)=O ([2-chloro-5-(2-ethylaminomethyl-4-trifluoromethyl-phenyl)-pyridin-3-yl]-acetic acid ethyl ester). The reactants are C(C)OC(CC=1C(=NC=C(C1)C1=C(C=C(C=C1)C(F)(F)F)C=O)Cl)=O ([2-Chloro-5-(2-formyl-4-trifluoromethyl-phenyl)-pyridin-3-yl]-acetic acid ethyl ester), C(C)N (ethylamine). Reported procedure: [2-Chloro-5-(2-formyl-4-trifluoromethyl-phenyl)-pyridin-3-yl]-acetic acid ethyl ester and ethylamine (2M in THF) were reacted as described in Example 3, Step 3 to provide [2-chloro-5-(2-ethylaminomethyl-4-trifluoromethyl-phenyl)-pyridin-3-yl]-acetic acid ethyl ester. Starting materials: C1=2C(=O)OC(NC1=CC=CC2)=O (isatoic anhydride), NC(CO)CC (2-amino-1-butanol). Run in O1CCCC1 (tetrahydrofuran). Yields the product NC1=C(C(=O)NC(CO)CC)C=CC=C1 (2-Amino-N-(butan-1-ol-2-yl)benzamide). Yield: 82.7%. RXN SMILES: [C:1]12[C:7](=[CH:8][CH:9]=[CH:10][CH:11]=1)[NH:6]C(=O)[O:4][C:2]2=O.[NH2:13][CH:14]([CH2:17][CH3:18])[CH2:15][OH:16]>O1CCCC1>[NH2:6][C:7]1[CH:8]=[CH:9][CH:10]=[CH:11][C:1]=1[C:2]([NH:13][CH:14]([CH2:17][CH3:18])[CH2:15][OH:16])=[O:4]. Reported procedure: 10.0 g (61 mmol) of isatoic anhydride and 11 g (123.6 mmol) of 2-amino-1-butanol in 200 ml of tetrahydrofuran were heated under reflux for 8 hours. The tetrahydrofuran was then removed under reduced pressure and the resulting residue was distributed between 2M aqueous sodium hydroxide solution and ethyl acetate. The ethyl acetate phase was dried and concentrated under reduced pressure. 10.5 g (82%) of the product were obtained. The reactants are CO (methanol), C1=CC=CC=2OC3=CC=CC=C3N(C12)CCOC1=CC=C(C=C1)CC(C(=O)OCC)OCC (racemic ethyl 3-[4-[2(phenoxazin-10-yl)ethoxy]phenyl]-2-ethoxypropionate), C1=CC=CC=2OC3=CC=CC=C3N(C12)CCOC1=CC=C(C=C1)CC(C(=O)OCC)OCC (racemic ethyl 3-[4-[2-(phenoxazin-10-yl)ethoxy]phenyl]-2-ethoxypropionate), [OH-].[Na+] (sodium hydroxide), O (water), C1=CC=CC=2OC3=CC=CC=C3N(C12)CCOC1=CC=C(C=C1)CC(C(=O)OCC)OCC (racemic ethyl 3-[4-[2-(phenoxazin-10-yl)ethoxy]phenyl]-2-ethoxypropionate). Run at time 3 hour. Product: C(C(C(=O)O)O)(C(=O)O)O (racemic acid), ( 5 ). As a reaction SMILES: C1C2N(CCOC3C=CC([CH2:24][CH:25]([O:31]CC)[C:26]([O:28]CC)=[O:27])=CC=3)C3C(=CC=CC=3)OC=2C=CC=1.[CH3:34][OH:35].[OH-:36].[Na+].[OH2:38]>>[CH:25]([OH:31])([C:26]([OH:28])=[O:27])[CH:24]([OH:38])[C:34]([OH:36])=[O:35] |f:2.3|. Reported procedure: To a mixture of racemic ethyl 3-[4-[2(phenoxazin-10-yl)ethoxy]phenyl]-2-ethoxypropionate of the formula (4) (45 g) obtained according to the procedure described in step (vi) above and methanol (225 ml) was added aqueous 10% sodium hydroxide solution (225 ml) slowly at room temperature over a period of 10-15 minutes. The reaction mixture was stirred at the same temperature for a period of 2-4 h. The progress of the reaction was monitored by TLC. After the complete hydrolysis of the compound of th...